From a dataset of the Open Reaction Database (ORD), a public repository of structured organic reaction records. describe an organic reaction: reactants, conditions, products, and yield Starting materials: CSC=1NC(C(=CN1)C(=O)OCC)=O (Ethyl 1,6-dihydro-2-methylthio-6-oxo-5-pyrimidinecarboxylate), FC1=C(N)C=CC=C1 (2-fluoroaniline). The solvent is C(C)O (ethanol). Run at time 24 hour. Yields the product FC1=C(NC=2NC(C(=CN2)C(=O)OCC)=O)C=CC=C1 (ethyl 1,6-dihydro-2-(2-fluoroanilino)-6-oxo-5-pyrimidinecarboxylate). The yield is 17.4%. RXN SMILES: CS[C:3]1[NH:4][C:5](=[O:14])[C:6]([C:9]([O:11][CH2:12][CH3:13])=[O:10])=[CH:7][N:8]=1.[F:15][C:16]1[CH:22]=[CH:21][CH:20]=[CH:19][C:17]=1[NH2:18]>C(O)C>[F:15][C:16]1[CH:22]=[CH:21][CH:20]=[CH:19][C:17]=1[NH:18][C:3]1[NH:4][C:5](=[O:14])[C:6]([C:9]([O:11][CH2:12][CH3:13])=[O:10])=[CH:7][N:8]=1. Reported procedure: Ethyl 1,6-dihydro-2-methylthio-6-oxo-5-pyrimidinecarboxylate (20 g) and 2-fluoroaniline (15.6 g) are added to ethanol (200 ml), and the mixture is refluxed with stirring for 24 hours. After cooling, the precipitate is collected by filtration and recrystallized from DMF to give ethyl 1,6-dihydro-2-(2-fluoroanilino)-6-oxo-5-pyrimidinecarboxylate (4.5 g). M.p. 250°-252° C. Starting materials: O=C(OCc1ccccc1)N1OC1c1ccccc1, COC(CN)OC, ClCCl. Yields the product COC(CNNC(=O)OCc1ccccc1)OC. As a reaction SMILES: [C:8](=[O:9])([O:10][CH2:11][c:12]1[cH:13][cH:14][cH:15][cH:16][cH:17]1)[N:18]1[CH:19]([c:20]2[cH:21][cH:22][cH:23][cH:24][cH:25]2)[O:26]1.[CH3:1][O:2][CH:3]([CH2:4][NH2:5])[O:6][CH3:7].[Cl:27][CH2:28][Cl:29]>>[CH3:1][O:2][CH:3]([CH2:4][NH:5][NH:18][C:8](=[O:9])[O:10][CH2:11][c:12]1[cH:13][cH:14][cH:15][cH:16][cH:17]1)[O:6][CH3:7]. Reactants: product, ClC1=C(C=CC=C1)SC=1NC=CN1 (2-[(2-Chlorophenyl)thio]-1H-imidazole), Cl (hydrogen chloride). The solvent is CO (methanol), C(C)O (ethyl alcohol). The product is Cl.ClC1=C(C=CC=C1)SC=1NC=CN1 (2-[(2-Chlorophenyl)thio]-1H-imidazole hydrochloride). RXN SMILES: [Cl:1][C:2]1[CH:7]=[CH:6][CH:5]=[CH:4][C:3]=1[S:8][C:9]1[NH:10][CH:11]=[CH:12][N:13]=1.Cl>CO.C(O)C>[ClH:1].[Cl:1][C:2]1[CH:7]=[CH:6][CH:5]=[CH:4][C:3]=1[S:8][C:9]1[NH:13][CH:12]=[CH:11][N:10]=1 |f:4.5|. Reported procedure: A solution of the product from Example 33 in methanol was treated with an excess of hydrogen chloride in ethyl alcohol. The mixture was concentrated in vacuo and the residue triturated with ether and filtered. The solid was recrystallized from methanol/ether to give the product as colorless prisms, mp 189°-192° C. (sealed tube). Reactants: C(C=C)OC[C@@H](CC=C)OCOCCOC ((R)-1-Allyloxy-2-[(2-methoxyethoxy)methoxy]pent-4-ene). Reagents/catalysts: Cl[Ru]([P](C1CCCCC1)(C2CCCCC2)C3CCCCC3)(=CC4=CC=CC=C4)(Cl)=C5N(C6=C(C)C=C(C)C=C6C)CCN5C7=C(C)C=C(C)C=C7C (2nd generation Grubbs catalyst). The solvent is C(Cl)Cl (CH2Cl2). Reaction conditions: temperature 45 celsius. The product is COCCOCO[C@H]1COC\C=C/C1 ((R,Z)-3-[(2-Methoxyethoxy)methoxy]-2,3,4,7-tetrahydrooxepine). The yield is 95.4%. As a reaction SMILES: [CH2:1]([O:4][CH2:5][C@H:6]([O:10][CH2:11][O:12][CH2:13][CH2:14][O:15][CH3:16])[CH2:7][CH:8]=[CH2:9])C=C>Cl[Ru](=C1N(C2C(C)=CC(C)=CC=2C)CCN1C1C(C)=CC(C)=CC=1C)(Cl)(=CC1C=CC=CC=1)[P](C1CCCCC1)(C1CCCCC1)C1CCCCC1.C(Cl)Cl>[CH3:16][O:15][CH2:14][CH2:13][O:12][CH2:11][O:10][C@@H:6]1[CH2:7][CH:8]=[CH:9][CH2:1][O:4][CH2:5]1 |^1:49|. Procedure: A mixture of 11 (100 mg, 0.43 mmol) and 2nd generation Grubbs catalyst (18 mg, 0.02 mmol) in CH2Cl2 (10 mL) was heated to 45° C. for 1 h. After this time, the solvent was removed and the residue was purified by flash-chromatography (5:1 CHCl3/EtOAc) to afford 83 mg (94%) of 12 as a colourless oil: 1H NMR (CDCl3) δ 5.87-5.66 (m, 2H), 4.77-4.18 (m, 2H), 4.18-4.14 (m, 2H), 4.01-3.89 (m, 2H), 3.75-3.68 (m, 3H), 3.56-3.53 (m, 2H), 3.38 (s, 3H), 2.54-2.51 (m, 2H); 13C NMR (CDCl3) δ 130.6, 125.9, 94.3,... Starting materials: CCCC[N+](CCCC)(CCCC)CCCC, C1CCOC1, CCNC(=O)Nc1ccc(-c2nc(CO[Si](C)(C)C(C)(C)C)cc(N3CCOCC3C)n2)cc1, [F-]. Product: CCNC(=O)Nc1ccc(-c2nc(CO)cc(N3CCOCC3C)n2)cc1. Reaction SMILES: [CH2:36]([N+:37]([CH2:38][CH2:39][CH2:40][CH3:41])([CH2:42][CH2:43][CH2:44][CH3:45])[CH2:46][CH2:47][CH2:48][CH3:49])[CH2:50][CH2:51][CH3:52].[CH2:53]1[O:54][CH2:55][CH2:56][CH2:57]1.[CH3:1][Si:2]([O:3][CH2:4][c:5]1[n:6][c:7](-[c:18]2[cH:19][cH:20][c:21]([NH:24][C:25](=[O:26])[NH:27][CH2:28][CH3:29])[cH:22][cH:23]2)[n:8][c:9]([N:11]2[CH:12]([CH3:17])[CH2:13][O:14][CH2:15][CH2:16]2)[cH:10]1)([CH3:30])[C:31]([CH3:32])([CH3:33])[CH3:34].[F-:35]>>[OH:3][CH2:4][c:5]1[n:6][c:7](-[c:18]2[cH:19][cH:20][c:21]([NH:24][C:25](=[O:26])[NH:27][CH2:28][CH3:29])[cH:22][cH:23]2)[n:8][c:9]([N:11]2[CH:12]([CH3:17])[CH2:13][O:14][CH2:15][CH2:16]2)[cH:10]1. As a reaction SMILES: [Br:1][CH2:2][CH2:3][NH:4][C:5]([c:6]1[c:7]([N+:13](=[O:14])[O-:15])[cH:8][c:9]([F:12])[cH:10][cH:11]1)=[O:16].[CH3:40][CH:41]([CH3:42])[CH2:43][C:44](=[O:45])[CH3:46].[Cl:17][c:18]1[cH:19][c:20]2[c:21]([n:22]([CH:26]3[CH2:27][CH2:28][NH:29][CH2:30][CH2:31]3)[c:23](=[O:25])[nH:24]2)[cH:32][cH:33]1.[Na+:34].[Na+:35].[O-:36][C:37](=[O:38])[O-:39].[OH2:47]>>[CH2:2]([CH2:3][NH:4][C:5]([c:6]1[c:7]([N+:13](=[O:14])[O-:15])[cH:8][c:9]([F:12])[cH:10][cH:11]1)=[O:16])[N:29]1[CH2:28][CH2:27][CH:26]([n:22]2[c:21]3[c:20]([cH:19][c:18]([Cl:17])[cH:33][cH:32]3)[nH:24][c:23]2=[O:25])[CH2:31][CH2:30]1. Reactants: O=C(NCCBr)c1ccc(F)cc1[N+](=O)[O-], CC(=O)CC(C)C, O=c1[nH]c2cc(Cl)ccc2n1C1CCNCC1, [Na+], [Na+], O=C([O-])[O-], O. Product: O=C(NCCN1CCC(n2c(=O)[nH]c3cc(Cl)ccc32)CC1)c1ccc(F)cc1[N+](=O)[O-]. The reactants are N1[C@H](C(=O)O)CCC1 (L-proline), C(#N)C1=CC=C(C=O)C=C1 (4-cyano-benzaldehyde), C(C1=CC=CC=C1)N1C(C=CC1=O)=O (N-benzylmaleimide). The solvent is CN(C)C=O (DMF). Conditions: temperature 80 celsius. The product is C(C1=CC=CC=C1)N1C(C2C(C(N3CCCC23)C2=CC=C(C#N)C=C2)C1=O)=O ((3aRS,4SR,8aRS,8bSR)-4-(2-Benzyl-1,3-dioxo-decahydro-pyrrolo[3,4-a]pyrrolizin-4-yl)-benzonitrile). Isolated yield 32.0%. Reaction SMILES: [NH:1]1[CH2:8][CH2:7][CH2:6][C@H:2]1C(O)=O.[C:9]([C:11]1[CH:18]=[CH:17][C:14]([CH:15]=O)=[CH:13][CH:12]=1)#[N:10].[CH2:19]([N:26]1[C:30](=[O:31])[CH:29]=[CH:28][C:27]1=[O:32])[C:20]1[CH:25]=[CH:24][CH:23]=[CH:22][CH:21]=1>CN(C=O)C>[CH2:19]([N:26]1[C:30](=[O:31])[CH:29]2[CH:15]([C:14]3[CH:17]=[CH:18][C:11]([C:9]#[N:10])=[CH:12][CH:13]=3)[N:1]3[CH:2]([CH:28]2[C:27]1=[O:32])[CH2:6][CH2:7][CH2:8]3)[C:20]1[CH:21]=[CH:22][CH:23]=[CH:24][CH:25]=1. Reported procedure: 4.B)f) A mixture of L-proline (20 mmol), 4-cyano-benzaldehyde (20 mmol) and N-benzylmaleimide (20 mmol) in DMF (20 ml) was heated to 80° C. for 5 hours. The solvent was removed in a high vacuum and the residue was separated chromatographically over silica gel (eluent hexane:ethyl acetate=1:1+1% triethylamine). (3aRS,4SR,8aRS,8bSR)-4-(2-Benzyl-1,3-dioxo-decahydro-pyrrolo[3,4-a]pyrrolizin-4-yl)-benzonitrile was isolated in 32% yield as colourless crystals. M.p.: 191°-193° C. (methanol). EI-MS: 371... The reactants are [Cl-].C(=O)(O)CC1N(CCC2=C(C=CC=C12)I)C(C[NH3+])=O (2-(1-(carboxymethyl)-5-iodo-3,4-dihydroisoquinolin-2(1H)-yl)-2-oxoethanaminium chloride), C(C)(C)(C)OC(=O)NCC(=O)N1C(C2=CC=CC(=C2CC1)I)CC(=O)[O-].[Na+] (sodium 2-(2-(2-((tert-butoxycarbonyl)amino)acetyl)-5-iodo-1,2,3,4-tetrahydroisoquinolin-1-yl)acetate), Cl (HCl). Solvent: O1CCOCC1 (dioxane). Conditions: time 18 hour. Yields the product IC1=C2CCN3C(C2=CC=C1)=CC(NCC3=O)=O (9-iodo-3,4,7,8-tetrahydro-[1,4]diazepino[7,1-a]isoquinoline-2,5-dione). RXN SMILES: [Cl-].[C:2]([CH2:5][CH:6]1[C:15]2[C:10](=[C:11]([I:16])[CH:12]=[CH:13][CH:14]=2)[CH2:9][CH2:8][N:7]1[C:17](=[O:20])[CH2:18][NH3+:19])(O)=[O:3].C(OC(NCC(N1CCC2C(=CC=CC=2I)C1CC([O-])=O)=O)=O)(C)(C)C.[Na+].Cl>O1CCOCC1>[I:16][C:11]1[CH:12]=[CH:13][CH:14]=[C:15]2[C:10]=1[CH2:9][CH2:8][N:7]1[C:17](=[O:20])[CH2:18][NH:19][C:2](=[O:3])[CH:5]=[C:6]12 |f:0.1,2.3|. Reported procedure: 2-(1-(carboxymethyl)-5-iodo-3,4-dihydroisoquinolin-2(1H)-yl)-2-oxoethanaminium chloride. A suspension of sodium 2-(2-(2-((tert-butoxycarbonyl)amino)acetyl)-5-iodo-1,2,3,4-tetrahydroisoquinolin-1-yl)acetate (49.8 g, 100 mmol) in dry dioxane (1 L) was treated with an aqueous solution of HCl (4M, 280 ml, 1.12 mol) and the mixture was stirred at RT for 18 h. The reaction mixture was then concentrated in vacuo to give the title compound (46.1 g) as a beige powder that was used as it is in the next st...